Dataset: the Open Reaction Database (ORD), a public repository of structured organic reaction records. Task: describe an organic reaction: reactants, conditions, products, and yield The reactants are C(CC)C(C(=O)OCC)(C(=O)OCC)C(C(F)(F)F)=O (diethyl 2-n-propyl-2-trifluoroacetylmalonate), C(C)C(CO)(C(C)O)CO (2-ethyl-2-hydroxymethyl-butan-1,3-diol). The product is OCC(C(C(F)(F)F)O)(CCC)CO (3,3-Di-(hydroxymethyl)-1,1,1-trifluoro-hexan-2-ol). Reaction SMILES: [CH2:1]([C:4]([C:15](=[O:20])[C:16]([F:19])([F:18])[F:17])([C:10](OCC)=[O:11])[C:5](OCC)=[O:6])[CH2:2][CH3:3].C(C(CO)(C(O)C)CO)C>>[OH:6][CH2:5][C:4]([CH2:10][OH:11])([CH2:1][CH2:2][CH3:3])[CH:15]([OH:20])[C:16]([F:18])([F:19])[F:17]. Reported procedure: 3,3-Di-(hydroxymethyl)-1,1,1-trifluoro-hexan-2-ol was prepared from diethyl 2-n-propyl-2-trifluoroacetylmalonate using the method described for the preparation of 2-ethyl-2-hydroxymethyl-butan-1,3-diol [example A(ii)]. Reactants: COC=1C=C2C(=CC=NC2=CC1OC)OC1=C(C=C(C=C1)NC(=O)C=1C(N(N(C1C)C[C@@H](C)OC([C@H](C)N)=O)C1=CC=CC=C1)=O)F ((S)—((R)-1-(4-(4-(6,7-dimethoxyquinolin-4-yloxy)-3-fluorophenyl-carbamoyl)-5-methyl-3-oxo-2-phenyl-2,3-dihydropyrazol-1-yl)propan-2-yl)2-aminopropanoate), Cl (HCl). The solvent is CCOC(=O)C (EtOAc). Product: Cl.COC=1C=C2C(=CC=NC2=CC1OC)OC1=C(C=C(C=C1)NC(=O)C=1C(N(N(C1C)C[C@@H](C)OC([C@H](C)N)=O)C1=CC=CC=C1)=O)F ((S)—((R)-1-(4-(4-(6,7-dimethoxyquinolin-4-yloxy)-3-fluorophenylcarbamoyl)-5-methyl-3-oxo-2-phenyl-2,3-dihydropyrazol-1-yl)propan-2-yl)2-aminopropanoate hydrochloride), solid. Yield: 87.0%. RXN SMILES: [CH3:1][O:2][C:3]1[CH:4]=[C:5]2[C:10](=[CH:11][C:12]=1[O:13][CH3:14])[N:9]=[CH:8][CH:7]=[C:6]2[O:15][C:16]1[CH:21]=[CH:20][C:19]([NH:22][C:23]([C:25]2[C:26](=[O:46])[N:27]([C:40]3[CH:45]=[CH:44][CH:43]=[CH:42][CH:41]=3)[N:28]([CH2:31][C@H:32]([O:34][C:35](=[O:39])[C@@H:36]([NH2:38])[CH3:37])[CH3:33])[C:29]=2[CH3:30])=[O:24])=[CH:18][C:17]=1[F:47].[ClH:48]>CCOC(C)=O>[ClH:48].[CH3:1][O:2][C:3]1[CH:4]=[C:5]2[C:10](=[CH:11][C:12]=1[O:13][CH3:14])[N:9]=[CH:8][CH:7]=[C:6]2[O:15][C:16]1[CH:21]=[CH:20][C:19]([NH:22][C:23]([C:25]2[C:26](=[O:46])[N:27]([C:40]3[CH:41]=[CH:42][CH:43]=[CH:44][CH:45]=3)[N:28]([CH2:31][C@H:32]([O:34][C:35](=[O:39])[C@@H:36]([NH2:38])[CH3:37])[CH3:33])[C:29]=2[CH3:30])=[O:24])=[CH:18][C:17]=1[F:47] |f:3.4|. Procedure: The title compound was prepared according to the procedure described in Example 1 Step 3 by using (S)—((R)-1-(4-(4-(6,7-dimethoxyquinolin-4-yloxy)-3-fluorophenyl-carbamoyl)-5-methyl-3-oxo-2-phenyl-2,3-dihydropyrazol-1-yl)propan-2-yl)2-aminopropanoate (165.3 mg, 0.257 mmol) and a saturated HCl solution in EtOAc (5 mL). The title compound was obtained as a pale yellow solid (160 mg, 87%). The reactants are CCO, [H][H], O=[N+]([O-])c1cccc(CCN2CCCCC2)c1. Yields the product Nc1cccc(CCN2CCCCC2)c1. Reaction SMILES: [CH3:20][CH2:21][OH:22].[H:18][H:19].[N+:1]([O-:2])(=[O:3])[c:4]1[cH:5][c:6]([CH2:10][CH2:11][N:12]2[CH2:13][CH2:14][CH2:15][CH2:16][CH2:17]2)[cH:7][cH:8][cH:9]1>>[NH2:1][c:4]1[cH:5][c:6]([CH2:10][CH2:11][N:12]2[CH2:13][CH2:14][CH2:15][CH2:16][CH2:17]2)[cH:7][cH:8][cH:9]1. Reactants: ClCCCBr, CC(=O)c1cccc(O)c1. Yields the product CC(=O)c1cccc(OCCCCl)c1. As a reaction SMILES: [Br:11][CH2:12][CH2:13][CH2:14][Cl:15].[OH:1][c:2]1[cH:3][c:4]([C:8]([CH3:9])=[O:10])[cH:5][cH:6][cH:7]1>>[O:1]([c:2]1[cH:3][c:4]([C:8]([CH3:9])=[O:10])[cH:5][cH:6][cH:7]1)[CH2:12][CH2:13][CH2:14][Cl:15]. Starting materials: FC1=CC=C(C=C1)NC(=O)C=1C=NC(=NC1)S(=O)C (2-methanesulfinylpyrimidine-5-carboxylic acid (4-fluorophenyl)amide), C([C@H](O)C1=CC=CC=C1)(=O)OC ((R)-(−)-methyl mandelate), C1CCC2=NCCCN2CC1 (DBU). The solvent is C1CCOC1 (THF). Product: COC([C@@H](C1=CC=CC=C1)OC1=NC=C(C=N1)C(NC1=CC=C(C=C1)F)=O)=O ((R)-[5-(4-Fluorophenylcarbamoyl)pyrimidin-2-yloxy]phenylacetic acid methyl ester). Yield: 34.2%. Reaction SMILES: [F:1][C:2]1[CH:7]=[CH:6][C:5]([NH:8][C:9]([C:11]2[CH:12]=[N:13][C:14](S(C)=O)=[N:15][CH:16]=2)=[O:10])=[CH:4][CH:3]=1.[C:20]([O:30][CH3:31])(=[O:29])[C@@H:21]([C:23]1[CH:28]=[CH:27][CH:26]=[CH:25][CH:24]=1)[OH:22].C1CCN2C(=NCCC2)CC1>C1COCC1>[CH3:31][O:30][C:20](=[O:29])[C@H:21]([O:22][C:14]1[N:13]=[CH:12][C:11]([C:9](=[O:10])[NH:8][C:5]2[CH:6]=[CH:7][C:2]([F:1])=[CH:3][CH:4]=2)=[CH:16][N:15]=1)[C:23]1[CH:24]=[CH:25][CH:26]=[CH:27][CH:28]=1. Reported procedure: A suspension of 2-methanesulfinylpyrimidine-5-carboxylic acid (4-fluorophenyl)amide (100 mg, 0.36 mmol) and (R)-(−)-methyl mandelate (86 mg, 0.52 mmol) in 3.6 mL of THF was treated dropwise with DBU (80 μL, 0.54 mmol) at ambient temperature. The reaction mixture clarified and turned yellow over the course of 5 min. The reaction was quenched after 24 hours by the addition of 5 mL of 1 M HCl. The mixture was extracted with 2×25 mL portions of ethyl acetate. The organic extracts were combined, drie... Product: ClC=1C=C2C(C(NC2=CC1)=O)(O)C1=C(C(=CC=C1)F)F (5-Chloro-3-(2,3-difluorophenyl)-3-hydroxy-1,3-dihydro-2H-indol-2-one). Conditions: temperature -10 celsius, time 2 hour. Reactants: solution, C(CCC)[Li] (n-butyllithium), ClC=1C=C2C(C(NC2=CC1)=O)=O (5-chloro-1H-indole-2,3-dione), HCl ice water, FC1=C(C=CC=C1)F (1,2-difluorobenzene). Solvent: CCCCCC (hexane), C1CCOC1 (THF), CCOCC (ether). The yield is 43.0%. Reported procedure: A solution of 5.6 g of 1,2-difluorobenzene in 50 ml of ether is cooled to −10° C., 31 ml of a 1.6 M solution of n-butyllithium in hexane are added dropwise and the mixture is stirred at −10° C. for 2 hours. The reaction mixture is cooled to −50° C., a solution of 4 g of 5-chloro-1H-indole-2,3-dione in 40 ml of THF is added and the resulting mixture is stirred for 12 hours, while allowing the temperature to return to RT. The reaction mixture is poured into a concentrated HCl/ice/water mixture, th... As a reaction SMILES: [F:1][C:2]1[CH:7]=[CH:6][CH:5]=[CH:4][C:3]=1[F:8].C([Li])CCC.[Cl:14][C:15]1[CH:16]=[C:17]2[C:21](=[CH:22][CH:23]=1)[NH:20][C:19](=[O:24])[C:18]2=[O:25]>CCOCC.CCCCCC.C1COCC1>[Cl:14][C:15]1[CH:16]=[C:17]2[C:21](=[CH:22][CH:23]=1)[NH:20][C:19](=[O:24])[C:18]2([C:4]1[CH:5]=[CH:6][CH:7]=[C:2]([F:1])[C:3]=1[F:8])[OH:25].